This data is from the Open Reaction Database (ORD), a public repository of structured organic reaction records. The task is: describe an organic reaction: reactants, conditions, products, and yield Starting materials: BrC=1C(N(N=CC1Br)C1CC(CC(C1)(C)C)(C)C)=O (4,5-Dibromo-2-(3,3,5,5-tetramethyl cyclohexyl)pyridazin-3-one), CN(CCN)C (2-Dimethylaminoethyl amine). The product is BrC=1C(N(N=CC1NCCN(C)C)C1CC(CC(C1)(C)C)(C)C)=O (4-Bromo-5-(2-dimethylaminoethyl)amino-2-(3,3,5,5-tetramethylcyclohexyl)pyridazin-3-one). Reaction SMILES: [Br:1][C:2]1[C:3](=[O:19])[N:4]([CH:9]2[CH2:14][C:13]([CH3:16])([CH3:15])[CH2:12][C:11]([CH3:18])([CH3:17])[CH2:10]2)[N:5]=[CH:6][C:7]=1Br.[CH3:20][N:21]([CH3:25])[CH2:22][CH2:23][NH2:24]>>[Br:1][C:2]1[C:3](=[O:19])[N:4]([CH:9]2[CH2:14][C:13]([CH3:16])([CH3:15])[CH2:12][C:11]([CH3:18])([CH3:17])[CH2:10]2)[N:5]=[CH:6][C:7]=1[NH:24][CH2:23][CH2:22][N:21]([CH3:25])[CH3:20]. Procedure details: 4-Bromo-5-(2-dimethylaminoethyl)amino-2-(3,3,5,5-tetramethylcyclohexyl)pyridazin-3-one was prepared from 4,5-Dibromo-2-(3,3,5,5-tetramethyl cyclohexyl)pyridazin-3-one in a similar manner using 2-Dimethylaminoethyl amine (4 equivalents). 1H NMR (300 MHz CDCl3) 7.51 (s, 1H), 5.53 (m, 1H), 5.33 (m, 1H), 3.34 (m, 2H), 2.60 (m, 2H), 2.3 (s, 6H), 1.55 (m, 4H), 1.3 (m, 1H), 1.15 (m, 1H), 1.15 (s, 6H), 0.95 (s, 6H).